From a dataset of the Open Reaction Database (ORD), a public repository of structured organic reaction records. describe an organic reaction: reactants, conditions, products, and yield Reactants: [OH-].[Na+] (sodium hydroxide), S(=O)(=O)(O)O.CNC(=N)N (methylguanidine sulfate), S(=O)(=O)([O-])[O-].[Na+].[Na+] (sodium sulfate), ClC1=CC=C(C=C1)CC(=O)Cl (4-chlorophenylacetylchloride). Solvent: CC(=O)C (acetone), CC(=O)C (acetone). Run at time 1 hour. Product: Cl.ClC1=CC=C(C=C1)CC(=O)NC(=N)NC (1-(4-Chlorophenylacetyl)-3-Methylguanidine Hydrochloride). The yield is 86.4%. As a reaction SMILES: [OH-].[Na+].S(O)(O)(=O)=O.[CH3:8][NH:9][C:10]([NH2:12])=[NH:11].S([O-])([O-])(=O)=O.[Na+].[Na+].[Cl:20][C:21]1[CH:26]=[CH:25][C:24]([CH2:27][C:28](Cl)=[O:29])=[CH:23][CH:22]=1>CC(C)=O>[ClH:20].[Cl:20][C:21]1[CH:26]=[CH:25][C:24]([CH2:27][C:28]([NH:12][C:10]([NH:9][CH3:8])=[NH:11])=[O:29])=[CH:23][CH:22]=1 |f:0.1,2.3,4.5.6,9.10|. Procedure: 8.80 g of a 50% aqueous sodium hydroxide solution, methylguanidine sulfate (13.44 g), and 100 ml of acetone, are stirred for 21/2 hrs at RT. The resulting mixture is then treated with anhydrous sodium sulfate (6.0 g), and stirring is continued for 1 hr. A solution of 4-chlorophenylacetylchloride (9.45 g) in 50 ml of acetone is added to the mixture dropwise, and stirring continued overnight at RT. The reaction mixture is filtered, the filtrate diluted with 100 ml of saturated sodium bicarbonate a... Reactants: O=C([O-])O, CN(C)C=O, CCN(C(C)C)C(C)C, O=C(NC(Cc1ccccc1)C(=O)CCl)c1ccccc1, [I-], NC1CCCCN(CC(=O)O)C1=O, [Na+], [Na+], O=C(O)C(F)(F)F. Yields the product O=C(O)CN1CCCCC(NCC(=O)C(Cc2ccccc2)NC(=O)c2ccccc2)C1=O. As a reaction SMILES: [C:42](=[O:43])([OH:44])[O-:45].[CH3:58][N:59]([CH3:60])[CH:61]=[O:62].[CH:49]([N:50]([CH:51]([CH3:52])[CH3:53])[CH2:54][CH3:55])([CH3:56])[CH3:57].[Cl:21][CH2:22][C:23]([CH:24]([CH2:25][c:26]1[cH:27][cH:28][cH:29][cH:30][cH:31]1)[NH:32][C:33]([c:34]1[cH:35][cH:36][cH:37][cH:38][cH:39]1)=[O:40])=[O:41].[I-:48].[NH2:1][CH:2]1[C:3](=[O:13])[N:4]([CH2:9][C:10](=[O:11])[OH:12])[CH2:5][CH2:6][CH2:7][CH2:8]1.[Na+:46].[Na+:47].[OH:14][C:15]([C:16]([F:17])([F:18])[F:19])=[O:20]>>[NH:1]([CH:2]1[C:3](=[O:13])[N:4]([CH2:9][C:10](=[O:11])[OH:12])[CH2:5][CH2:6][CH2:7][CH2:8]1)[CH2:22][C:23]([CH:24]([CH2:25][c:26]1[cH:27][cH:28][cH:29][cH:30][cH:31]1)[NH:32][C:33]([c:34]1[cH:35][cH:36][cH:37][cH:38][cH:39]1)=[O:40])=[O:41]. Starting materials: CC(=O)CCC1(C(N)=O)c2ccccc2-c2ccccc21, CCO, CC(C)N, CCOCC, [H][H]. The product is CC(C)NC(C)CCC1(C(N)=O)c2ccccc2-c2ccccc21. RXN SMILES: [C:1]([NH2:2])(=[O:3])[C:4]1([CH2:17][CH2:18][C:19]([CH3:20])=[O:21])[c:5]2[cH:6][cH:7][cH:8][cH:9][c:10]2-[c:11]2[cH:12][cH:13][cH:14][cH:15][c:16]21.[CH3:22][CH2:23][OH:24].[CH3:25][CH:26]([CH3:27])[NH2:28].[CH3:31][CH2:32][O:33][CH2:34][CH3:35].[H:29][H:30]>>[C:1]([NH2:2])(=[O:3])[C:4]1([CH2:17][CH2:18][CH:19]([CH3:20])[NH:28][CH:26]([CH3:25])[CH3:27])[c:5]2[cH:6][cH:7][cH:8][cH:9][c:10]2-[c:11]2[cH:12][cH:13][cH:14][cH:15][c:16]21. Reactants: CC(=O)O[BH-](OC(C)=O)OC(C)=O, CN1CCNCC1, CC(=O)O, ClCCl, COc1cc(NS(=O)(=O)N2CCC(=O)CC2)nc(SCc2cccc(F)c2F)n1, [Na+]. Yields the product COc1cc(NS(=O)(=O)N2CCC(N3CCN(C)CC3)CC2)nc(SCc2cccc(F)c2F)n1. Reaction SMILES: [C:41]([O:42][BH-:43]([O:44][C:45](=[O:46])[CH3:47])[O:48][C:49](=[O:50])[CH3:51])(=[O:52])[CH3:53].[CH3:1][N:2]1[CH2:3][CH2:4][NH:5][CH2:6][CH2:7]1.[CH3:8][C:9](=[O:10])[OH:11].[Cl:55][CH2:56][Cl:57].[F:12][c:13]1[c:14]([CH2:15][S:16][c:17]2[n:18][c:19]([O:34][CH3:35])[cH:20][c:21]([NH:23][S:24](=[O:25])(=[O:26])[N:27]3[CH2:28][CH2:29][C:30](=[O:33])[CH2:31][CH2:32]3)[n:22]2)[cH:36][cH:37][cH:38][c:39]1[F:40].[Na+:54]>>[CH3:1][N:2]1[CH2:3][CH2:4][N:5]([CH:30]2[CH2:29][CH2:28][N:27]([S:24]([NH:23][c:21]3[cH:20][c:19]([O:34][CH3:35])[n:18][c:17]([S:16][CH2:15][c:14]4[c:13]([F:12])[c:39]([F:40])[cH:38][cH:37][cH:36]4)[n:22]3)(=[O:25])=[O:26])[CH2:32][CH2:31]2)[CH2:6][CH2:7]1. Reactants: C1CCOC1, Cl, O=C(OCc1ccccc1)C1(O)CC=C(F)CC1, [Na+], [OH-], O. The product is O=C(O)C1(O)CC=C(F)CC1. As a reaction SMILES: [CH2:23]1[O:24][CH2:25][CH2:26][CH2:27]1.[ClH:22].[F:1][C:2]1=[CH:3][CH2:4][C:5]([C:8](=[O:9])[O:10][CH2:11][c:12]2[cH:13][cH:14][cH:15][cH:16][cH:17]2)([OH:18])[CH2:6][CH2:7]1.[Na+:21].[OH-:20].[OH2:19]>>[F:1][C:2]1=[CH:3][CH2:4][C:5]([C:8](=[O:9])[OH:10])([OH:18])[CH2:6][CH2:7]1. Yields the product C(C)(=O)OCC=1CS[C@H]2N(C1C(=O)O)C([C@@]2(OC)NC(C(C=2OC=CC2)=NO)=O)=O ((6R,7S)-3-Acetoxymethyl-7-[2-hydroxyimino-2-(fur-2-yl) acetamido]-7-methoxyceph-3-em-4-carboxylic Acid). The reactants are C(C)(=O)OCC=1CS[C@H]2N(C1C(=O)OC(C)(C)C)C([C@]2(NC(C(C=2OC=CC2)=NOC(C2=CC=CC=C2)(C2=CC=CC=C2)C2=CC=CC=C2)=O)OC)=O (t-Butyl (6R,7S)-3-acetoxymethyl-7-methoxy-7-[2-triphenylmethoxyimino-2-(fur-2-yl)-acetamido]-ceph-3-em-4-carboxylate), FC(C(=O)O)(F)F (trifluoroacetic acid), C1(=CC=CC=C1)OC (anisole). Procedure details: t-Butyl (6R,7S)-3-acetoxymethyl-7-methoxy-7-[2-triphenylmethoxyimino-2-(fur-2-yl)-acetamido]-ceph-3-em-4-carboxylate (syn isomer) (713.3 mg, 0.966 mmole) was treated with trifluoroacetic acid (10 ml) and anisole (5 ml) for a total of 40 mins. and then added slowly to rapidly stirred saturated aqueous sodium bicarbonate (600 ml.). The mixture was extracted with ethyl acetate (2×150 ml), covered with ethyl acetate (200 ml), and adjusted to pH 2 with orthophosphoric acid. The organic layer was comb... The solvent is C([O-])(O)=O.[Na+] (sodium bicarbonate). RXN SMILES: [C:1]([O:4][CH2:5][C:6]1[CH2:7][S:8][C@@H:9]2[C@:20]([O:51][CH3:52])([NH:21][C:22](=[O:50])[C:23](=[N:29][O:30]C(C3C=CC=CC=3)(C3C=CC=CC=3)C3C=CC=CC=3)[C:24]3[O:25][CH:26]=[CH:27][CH:28]=3)[C:19](=[O:53])[N:10]2[C:11]=1[C:12]([O:14]C(C)(C)C)=[O:13])(=[O:3])[CH3:2].FC(F)(F)C(O)=O.C1(OC)C=CC=CC=1>C(=O)(O)[O-].[Na+]>[C:1]([O:4][CH2:5][C:6]1[CH2:7][S:8][C@@H:9]2[C@@:20]([NH:21][C:22](=[O:50])[C:23](=[N:29][OH:30])[C:24]3[O:25][CH:26]=[CH:27][CH:28]=3)([O:51][CH3:52])[C:19](=[O:53])[N:10]2[C:11]=1[C:12]([OH:14])=[O:13])(=[O:3])[CH3:2] |f:3.4|. Reactants: tert-butyl formylmethyl methylcarbamate, C(#N)B.[Na] (sodium cyanoboron hydride), CO.C(Cl)(Cl)Cl (MeOH CHCl3), CN(C(OC(C)(C)C)=O)CC=O (tert-butyl methyl(2-oxoethyl)carbamate), Cl.Cl.C(CCC)C1(CCNCC1)N(C)C (4-butyl-N,N-dimethylpiperidin-4-amine bis hydrochloride), C(#N)B.[Na] (sodium cyanoboron hydride). The solvent is C(C)(=O)O (acetic acid), CO (methanol), CO (methanol). Reaction conditions: time 50 minute. Product: C(CCC)C1(CCN(CC1)CCN(C(OC(C)(C)C)=O)C)N(C)C (tert-Butyl 2-(4-butyl-4-(dimethylamino)piperidin-1-yl)ethyl(methyl)carbamate). The yield is 113.0%. RXN SMILES: [CH3:1][N:2]([CH2:10][CH:11]=O)[C:3](=[O:9])[O:4][C:5]([CH3:8])([CH3:7])[CH3:6].Cl.Cl.[CH2:15]([C:19]1([N:25]([CH3:27])[CH3:26])[CH2:24][CH2:23][NH:22][CH2:21][CH2:20]1)[CH2:16][CH2:17][CH3:18].C(B)#N.[Na].CO.C(Cl)(Cl)Cl>CO.C(O)(=O)C>[CH2:15]([C:19]1([N:25]([CH3:27])[CH3:26])[CH2:24][CH2:23][N:22]([CH2:11][CH2:10][N:2]([CH3:1])[C:3](=[O:9])[O:4][C:5]([CH3:8])([CH3:7])[CH3:6])[CH2:21][CH2:20]1)[CH2:16][CH2:17][CH3:18] |f:1.2.3,4.5,6.7,^1:30|. Reported procedure: A solution of 4.73 g (1 eq) tert-butyl methyl(2-oxoethyl)carbamate in 20 ml methanol was added to a solution of 7 g (1 eq) 4-butyl-N,N-dimethylpiperidin-4-amine bis hydrochloride in 50 ml methanol at room temperature and the reaction mixture obtained was stirred for 50 min at room temperature. 3.43 g (2 eq) sodium cyanoboron hydride were added in portions to this reaction mixture and it was then stirred for 12 h at room temperature. The reaction course was monitored by thin-layer chromatography ... Reactants: O=C(c1ccccc1)c1ccc(Br)cc1, CCN(CC)CCS, C[O-], CCO, Cl, [Na+]. Yields the product O=C(c1ccccc1)c1ccccc1. As a reaction SMILES: [Br:13][c:14]1[cH:15][cH:16][c:17]([C:18](=[O:19])[c:20]2[cH:21][cH:22][cH:23][cH:24][cH:25]2)[cH:26][cH:27]1.[CH2:2]([N:3]([CH2:4][CH3:5])[CH2:6][CH2:7][SH:8])[CH3:9].[CH3:10][O-:11].[CH3:28][CH2:29][OH:30].[ClH:1].[Na+:12]>>[cH:14]1[cH:15][cH:16][c:17]([C:18](=[O:19])[c:20]2[cH:21][cH:22][cH:23][cH:24][cH:25]2)[cH:26][cH:27]1. Starting materials: IC1=NNC2=CC=CC(=C12)[N+](=O)[O-] (3-iodo-4-nitro-1H-indazole), BrCC1=CC=NN1CC1=CC=C(C=C1)OC (5-(bromomethyl)-1-(4-methoxybenzyl)-1H-pyrazole), C(=O)([O-])[O-].[K+].[K+] (K2CO3). The solvent is CN(C)C=O (DMF), CCOC(=O)C (EtOAc). Conditions: time 8 hour. Yields the product Hexanes EtOAc, IC1=NN(C2=CC=CC(=C12)[N+](=O)[O-])CC1=CC=NN1CC1=CC=C(C=C1)OC (3-iodo-1-((1-(4-methoxybenzyl)-1H-pyrazol-5-yl)methyl)-4-nitro-1H-indazole). The yield is 89.4%. As a reaction SMILES: [I:1][C:2]1[C:10]2[C:5](=[CH:6][CH:7]=[CH:8][C:9]=2[N+:11]([O-:13])=[O:12])[NH:4][N:3]=1.Br[CH2:15][C:16]1[N:20]([CH2:21][C:22]2[CH:27]=[CH:26][C:25]([O:28][CH3:29])=[CH:24][CH:23]=2)[N:19]=[CH:18][CH:17]=1.C([O-])([O-])=O.[K+].[K+]>CN(C=O)C.CCOC(C)=O>[I:1][C:2]1[C:10]2[C:5](=[CH:6][CH:7]=[CH:8][C:9]=2[N+:11]([O-:13])=[O:12])[N:4]([CH2:15][C:16]2[N:20]([CH2:21][C:22]3[CH:23]=[CH:24][C:25]([O:28][CH3:29])=[CH:26][CH:27]=3)[N:19]=[CH:18][CH:17]=2)[N:3]=1 |f:2.3.4|. Procedure details: To 3-iodo-4-nitro-1H-indazole (1.55 g, 5.37 mmol) in DMF (20 mL) was added 5-(bromomethyl)-1-(4-methoxybenzyl)-1H-pyrazole (1.51 g, 5.37 mmol) and K2CO3 (1.11 g, 8.06 mmol). The reaction mixture was stirred overnight, diluted with EtOAc (100 mL), washed with H2O and brine (10 mL), and then concentrated under reduced pressure. Silica gel chromatography (Hexanes/EtOAc 5:1) provided the desired product (2.35 g).